From a dataset of the Open Reaction Database (ORD), a public repository of structured organic reaction records. describe an organic reaction: reactants, conditions, products, and yield Yields the product CCOC(=O)C1CCOc2c1cc(Cl)c(Oc1ccc(C(=O)OC(C)(C)C)cc1N)c2Cl. The reactants are CCOC(=O)C1CCOc2c1cc(Cl)c(Oc1ccc(C(=O)OC(C)(C)C)cc1[N+](=O)[O-])c2Cl, C1CCOC1, CCOC(C)=O, [Cl-], [NH4+]. RXN SMILES: [C:1]([CH3:2])([CH3:3])([CH3:4])[O:5][C:6](=[O:7])[c:8]1[cH:9][c:10]([N+:32]([O-:33])=[O:34])[c:11]([O:12][c:13]2[c:14]([Cl:29])[cH:15][c:16]3[c:21]([c:22]2[Cl:23])[O:20][CH2:19][CH2:18][CH:17]3[C:24](=[O:25])[O:26][CH2:27][CH3:28])[cH:30][cH:31]1.[CH2:35]1[O:36][CH2:37][CH2:38][CH2:39]1.[CH3:42][CH2:43][O:44][C:45]([CH3:46])=[O:47].[Cl-:40].[NH4+:41]>>[C:1]([CH3:2])([CH3:3])([CH3:4])[O:5][C:6](=[O:7])[c:8]1[cH:9][c:10]([NH2:32])[c:11]([O:12][c:13]2[c:14]([Cl:29])[cH:15][c:16]3[c:21]([c:22]2[Cl:23])[O:20][CH2:19][CH2:18][CH:17]3[C:24](=[O:25])[O:26][CH2:27][CH3:28])[cH:30][cH:31]1. The reactants are ClC=1C(=CC(=C(C(=O)OC(C)(C)C)C1)F)NC1=NC=C2N(C(CCN(C2=N1)C1CCCC1)=O)C (tert-butyl 5-chloro-4-[(2-cyclopentyl-6-methyl-5-oxo-2,6,9,11-tetrazabicyclo[5.4.0]undeca-7,9,11-trien-10-yl)amino]-2-fluoro-benzoate), ClC=1C(=CC(=C(C(=O)OC(C)(C)C)C1)F)NC1=NC=C2N(C(CCN(C2=N1)C1CCCC1)=O)C (tert-butyl 5-chloro-4-[(2-cyclopentyl-6-methyl-5-oxo-2,6,9,11-tetrazabicyclo[5.4.0]undeca-7,9,11-trien-10-yl)amino]-2-fluoro-benzoate), FC(C(=O)O)(F)F (trifluoroacetic acid). Run in C(Cl)Cl (DCM). Conditions: time 2 hour. The product is ClC=1C(=CC(=C(C(=O)O)C1)F)NC1=NC=C2N(C(CCN(C2=N1)C1CCCC1)=O)C (5-chloro-4-[(2-cyclopentyl-6-methyl-5-oxo-2,6,9,11-tetrazabicyclo[5.4.0]undeca-7,9,11-trien-10-yl)amino]-2-fluoro-benzoic acid). The yield is 99.9%. As a reaction SMILES: [Cl:1][C:2]1[C:3]([NH:16][C:17]2[N:27]=[C:26]3[C:20]([N:21]([CH3:34])[C:22](=[O:33])[CH2:23][CH2:24][N:25]3[CH:28]3[CH2:32][CH2:31][CH2:30][CH2:29]3)=[CH:19][N:18]=2)=[CH:4][C:5]([F:15])=[C:6]([CH:14]=1)[C:7]([O:9]C(C)(C)C)=[O:8].FC(F)(F)C(O)=O>C(Cl)Cl>[Cl:1][C:2]1[C:3]([NH:16][C:17]2[N:27]=[C:26]3[C:20]([N:21]([CH3:34])[C:22](=[O:33])[CH2:23][CH2:24][N:25]3[CH:28]3[CH2:32][CH2:31][CH2:30][CH2:29]3)=[CH:19][N:18]=2)=[CH:4][C:5]([F:15])=[C:6]([CH:14]=1)[C:7]([OH:9])=[O:8]. Procedure: tert-butyl 5-chloro-4-[(2-cyclopentyl-6-methyl-5-oxo-2,6,9,11-tetrazabicyclo[5.4.0]undeca-7,9,11-trien-10-yl)amino]-2-fluoro-benzoate (Intermediate 220; 220 mg, 0.45 mmol) was dissolved in DCM (7.5 mL) and trifluoroacetic acid (2.5 mL) added. The mixture was stirred at room temperature for 2 hours. The refraction mixture was evaporated, the residue dissolved in methanol/DCM and absorbed on to an SCX column, which was subsequently washed with methanol and eluted with ammonia in methanol. Product ...